The task is: describe an organic reaction: reactants, conditions, products, and yield. This data is from the Open Reaction Database (ORD), a public repository of structured organic reaction records. Starting materials: C1(=CC=CC=C1)C(CC(=O)OCC)O (ethyl 3-phenyl-3-hydroxypropionate), C(CCCCC)(=O)OC=C (vinyl caproate). Reaction conditions: time 35 hour. Product: C1(=CC=CC=C1)C(CC(=O)OCC)O ((-)-ethyl 3-phenyl-3-hydroxypropionate), C1(=CC=CC=C1)C(CC(=O)OCC)OC(CCCCC)=O ((+)-ethyl 3-phenyl-3-hexanoyloxypropionate). RXN SMILES: [C:1]1([CH:7]([OH:14])[CH2:8][C:9]([O:11][CH2:12][CH3:13])=[O:10])[CH:6]=[CH:5][CH:4]=[CH:3][CH:2]=1.[C:15](OC=C)(=[O:21])[CH2:16][CH2:17][CH2:18][CH2:19][CH3:20]>>[C:1]1([CH:7]([OH:14])[CH2:8][C:9]([O:11][CH2:12][CH3:13])=[O:10])[CH:6]=[CH:5][CH:4]=[CH:3][CH:2]=1.[C:1]1([CH:7]([O:14][C:15](=[O:21])[CH2:16][CH2:17][CH2:18][CH2:19][CH3:20])[CH2:8][C:9]([O:11][CH2:12][CH3:13])=[O:10])[CH:6]=[CH:5][CH:4]=[CH:3][CH:2]=1. Procedure details: The mixture of 5.0 g (25.7 mmol) of ethyl 3-phenyl-3-hydroxypropionate, 1.83 g (13 mmol) of vinyl caproate and 1.0 g of lipase PS was stirred at room temperature for 35 hours. After the lipase was removed by filtration, the filtrate was eluted by column chromatography (eluting solution; 9/1 of toluene/ethyl acetate) to obtain 2.2 g (>99%ee) of (-)-ethyl 3-phenyl-3-hydroxypropionate and 4.1 g (about 90%ee) of (+)-ethyl 3-phenyl-3-hexanoyloxypropionate. Starting materials: N1C(=O)C(=O)C2=CC=CC=C12 (isatin), [OH-].[K+] (potassium hydroxide), C1(CCCCC1)=O (cyclohexanone). Run in C(C)O (ethanol). Conditions: temperature 310 celsius, time 10 hour. The product is C1CCCC2=NC3=CC=CC=C3C=C12 (1,2,3,4-tetrahydroacridine). RXN SMILES: [NH:1]1[C:11]2[C:6](=[CH:7][CH:8]=[CH:9][CH:10]=2)[C:4](=O)[C:2]1=O.[OH-].[K+].[C:14]1(=O)[CH2:19][CH2:18]C[CH2:16][CH2:15]1>C(O)C>[CH2:7]1[C:6]2[C:11](=[N:1][C:16]3[C:2]([CH:4]=2)=[CH:18][CH:19]=[CH:14][CH:15]=3)[CH2:10][CH2:9][CH2:8]1 |f:1.2|. Procedure details: A solution of isatin (40 g. 0.272 mol) in 30% aqueous potassium hydroxide (160 ml., 1.5 mol.) was added to a solution of cyclohexanone (69.7 g. 0.712 mol.) in ethanol (300 ml.) and the mixture heated at reflux with stirring for 10 hours. The ethanol was removed in vacuo and the residue dissolved in water (400 ml.) and extracted with ether (3 × 50 ml.). The aqueous phase was acidified with acetic acid and the resultant solid was washed with water, dried and heated at 310° C in a Wood's metal bath... The reactants are C(C)(C)(C)OC(=O)N1C(CCCC1)CCOC1=C(C(NC2=CC(=C(C=C12)N)Cl)=O)C1=CC(=CC(=C1)C)C (2-{2-[6-amino-7-chloro-3-(3,5-dimethylphenyl)-2-oxo-1,2-dihydro-quinolin-4-yloxy]-ethyl}-piperidine-1-carboxylic acid tert-butyl ester), N,N-dimethylaminopyridine, S1C(=CC=C1)S(=O)(=O)Cl (2-thiophenesulfonyl chloride). Run in N1=CC=CC=C1 (pyridine). Conditions: time 30 minute. The product is C(C)(C)(C)OC(=O)N1C(CCCC1)CCOC1=C(C(NC2=CC(=C(C=C12)NS(=O)(=O)C=1SC=CC1)Cl)=O)C1=CC(=CC(=C1)C)C (2-{2-[7-chloro-3-(3,5-dimethylphenyl)-2-oxo-6-(thiophene-2-sulfonylamino)-1,2-dihydroquinolin-4-yloxy]-ethyl}-piperidine-1-carboxylic acid tert-butyl ester). As a reaction SMILES: [C:1]([O:5][C:6]([N:8]1[CH2:13][CH2:12][CH2:11][CH2:10][CH:9]1[CH2:14][CH2:15][O:16][C:17]1[C:26]2[C:21](=[CH:22][C:23]([Cl:28])=[C:24]([NH2:27])[CH:25]=2)[NH:20][C:19](=[O:29])[C:18]=1[C:30]1[CH:35]=[C:34]([CH3:36])[CH:33]=[C:32]([CH3:37])[CH:31]=1)=[O:7])([CH3:4])([CH3:3])[CH3:2].[S:38]1[CH:42]=[CH:41][CH:40]=[C:39]1[S:43](Cl)(=[O:45])=[O:44]>N1C=CC=CC=1>[C:1]([O:5][C:6]([N:8]1[CH2:13][CH2:12][CH2:11][CH2:10][CH:9]1[CH2:14][CH2:15][O:16][C:17]1[C:26]2[C:21](=[CH:22][C:23]([Cl:28])=[C:24]([NH:27][S:43]([C:39]3[S:38][CH:42]=[CH:41][CH:40]=3)(=[O:45])=[O:44])[CH:25]=2)[NH:20][C:19](=[O:29])[C:18]=1[C:30]1[CH:31]=[C:32]([CH3:37])[CH:33]=[C:34]([CH3:36])[CH:35]=1)=[O:7])([CH3:2])([CH3:4])[CH3:3]. Procedure: To a solution of 2-{2-[6-amino-7-chloro-3-(3,5-dimethylphenyl)-2-oxo-1,2-dihydro-quinolin-4-yloxy]-ethyl}-piperidine-1-carboxylic acid tert-butyl ester (prepared essentially as described in Example 1, 200 mg in 10 mL pyridine) was added a catalytic amount of N,N-dimethylaminopyridine followed by 139 mg 2-thiophenesulfonyl chloride and the mixture stirred at room temperature. After 30 minutes, the reaction was quenched by the addition of saturated aqueous sodium bicarbonate, extracted with ethyl ... Starting materials: CCO, COc1ccc(C=Nc2cc(Cl)c(N=CN(C)C)c(Cl)c2)cc1F, O=Cc1cccc(F)c1. Yields the product CN(C)C=Nc1c(Cl)cc(N=Cc2cccc(F)c2)cc1Cl. As a reaction SMILES: [CH3:34][CH2:35][OH:36].[Cl:1][c:2]1[c:3]([N:20]=[CH:21][N:22]([CH3:23])[CH3:24])[c:4]([Cl:19])[cH:5][c:6]([N:8]=[CH:9][c:10]2[cH:11][c:12]([F:18])[c:13]([O:16][CH3:17])[cH:14][cH:15]2)[cH:7]1.[F:25][c:26]1[cH:27][c:28]([CH:32]=[O:33])[cH:29][cH:30][cH:31]1>>[Cl:1][c:2]1[c:3]([N:20]=[CH:21][N:22]([CH3:23])[CH3:24])[c:4]([Cl:19])[cH:5][c:6]([N:8]=[CH:9][c:10]2[cH:11][c:12]([F:18])[cH:13][cH:14][cH:15]2)[cH:7]1. Starting materials: ClC1=CC=C(CC2=C3N(C4=CC=CC(=C24)SC)CCCC3CC(=O)OCC)C=C1 ((+/−)-Ethyl [10-(4-chlorobenzyl)-1-(methylsulfanyl)-6,7,8,9-tetrahydro-pyrido[1,2-a]indol-9-yl]acetate), C1=CC=C(C(=C1)C(=O)[O-])C(=O)O[O-].[Mg+2] (MMPP). The solvent is C(Cl)Cl.CO (CH2Cl2 MeOH). Reaction conditions: temperature 0 celsius, time 30 minute. The product is ClC1=CC=C(CC2=C3N(C4=CC=CC(=C24)S(=O)C)CCCC3CC(=O)OCC)C=C1 ((+/−)-Ethyl [10-(4-chlorobenzyl)-1-(methylsulfinyl)-6,7,8,9-tetrahydro-pyrido[1,2-a]indol-9-yl]acetate). As a reaction SMILES: [Cl:1][C:2]1[CH:29]=[CH:28][C:5]([CH2:6][C:7]2[C:15]3[C:10](=[CH:11][CH:12]=[CH:13][C:14]=3[S:16][CH3:17])[N:9]3[CH2:18][CH2:19][CH2:20][CH:21]([CH2:22][C:23]([O:25][CH2:26][CH3:27])=[O:24])[C:8]=23)=[CH:4][CH:3]=1.C1C=C(C([O-])=[O:37])C(C(O[O-])=O)=CC=1.[Mg+2]>C(Cl)Cl.CO>[Cl:1][C:2]1[CH:3]=[CH:4][C:5]([CH2:6][C:7]2[C:15]3[C:10](=[CH:11][CH:12]=[CH:13][C:14]=3[S:16]([CH3:17])=[O:37])[N:9]3[CH2:18][CH2:19][CH2:20][CH:21]([CH2:22][C:23]([O:25][CH2:26][CH3:27])=[O:24])[C:8]=23)=[CH:28][CH:29]=1 |f:1.2,3.4|. Procedure details: To a solution of the sulfide of Step 12 (270 mg, 0.6 mmol) in 30 ml of CH2Cl2/MeOH (10:1) mixture at 0° C. was added MMPP (312 mg, 0.6 mmol). The reaction mixture was stirred at 0° C. for 30 minutes and then quenched with saturated aqueous NaHCO3 and extracted with EtOAc. The combined organic layers were dried over Na2SO4 and concentrated. The residue was purified by silica gel chromatography eluted with 70% EtOAc in Hexanes to provide 210 mg as a white solid. Reactants: CCN(C(C)C)C(C)C (DIPEA), ClC(=O)OCC1=CC=CC=C1 (benzyl chloroformate), CC(C)(C)C=O (pivaldehyde), C(C)OC(CN)OCC (2,2-diethoxy-ethanamine), C(C)(=O)O[BH-](OC(C)=O)OC(C)=O.[Na+] (sodium triacetoxyborohydride). Run in C(Cl)Cl (DCM). Reaction conditions: time 1 hour. Product: C(C1=CC=CC=C1)OC(N(CC=O)CC(C)(C)C)=O (2,2-Dimethylpropyl-(2-oxoethyl)-carbamic acid benzyl ester). Yield: 90.7%. RXN SMILES: [CH3:1][C:2]([CH:5]=O)([CH3:4])[CH3:3].C([O:9][CH:10](OCC)[CH2:11][NH2:12])C.C(O[BH-](OC(=O)C)OC(=O)C)(=O)C.[Na+].CCN(C(C)C)C(C)C.Cl[C:40]([O:42][CH2:43][C:44]1[CH:49]=[CH:48][CH:47]=[CH:46][CH:45]=1)=[O:41]>C(Cl)Cl>[CH2:43]([O:42][C:40](=[O:41])[N:12]([CH2:5][C:2]([CH3:1])([CH3:3])[CH3:4])[CH2:11][CH:10]=[O:9])[C:44]1[CH:49]=[CH:48][CH:47]=[CH:46][CH:45]=1 |f:2.3|. Procedure details: To a solution of pivaldehyde (1.00 mL, 0.00921 mol) in DCM (30 mL) was added 2,2-diethoxy-ethanamine, (1.35 mL, 0.00921 mol) followed by sodium triacetoxyborohydride (2.15 g, 0.0101 mol). The reaction mixture was stirred at room temperature for 1 h and then DIPEA (1.43 g, 0.0110) mol) was added. The reaction mixture was cooled to 0° C., and benzyl chloroformate (1.88 g, 0.0110 mol) was added dropwise. The reaction mixture was stirred for 1 h, concentrated, and 6 M TFA in water (20 mL) was added....